Dataset: the Open Reaction Database (ORD), a public repository of structured organic reaction records. Task: describe an organic reaction: reactants, conditions, products, and yield Procedure: To a suspension of 60% sodium hydride (192 mg, 4.8 mmol) in N,N-dimethylformamide (2.5 mL) was added methanesulfonamide (466 mg, 4.9 mmol) at room temperature. The resulting mixture was stirred at 25° C. for 1 h. A solution of 3,3-dimethyl-2-[3-(4-methyl-2,3-dioxo-piperazin-1-yl)-phenyl]-1,2,3,4-tetrahydro-quinoline-6-carboxylic acid (200 mg, 0.5 mmol) and 1,1′-carbonyldiimidazole (200 mg, 1.2 mmol) in N,N-dimethylformamide (2.0 mL) was stirred at 70° C. After stirring at 70° C. for 1 h, the abo... The yield is 21.0%. Conditions: temperature 25 celsius, time 1 hour. Product: CC1(C(NC2=CC=C(C=C2C1)C(=O)NS(=O)(=O)C)C1=CC(=CC=C1)N1C(C(N(CC1)C)=O)=O)C (N-{3,3-dimethyl-2-[3-(4-methyl-2,3-dioxo-piperazin-1-yl)-phenyl]-1,2,3,4-tetrahydro-quinoline-6-carbonyl}-methanesulfonamide). Reaction SMILES: [H-].[Na+].[CH3:3][S:4]([NH2:7])(=[O:6])=[O:5].[CH3:8][C:9]1([CH3:37])[CH2:18][C:17]2[C:12](=[CH:13][CH:14]=[C:15]([C:19](O)=[O:20])[CH:16]=2)[NH:11][CH:10]1[C:22]1[CH:27]=[CH:26][CH:25]=[C:24]([N:28]2[CH2:33][CH2:32][N:31]([CH3:34])[C:30](=[O:35])[C:29]2=[O:36])[CH:23]=1.C(N1C=CN=C1)(N1C=CN=C1)=O>CN(C)C=O>[CH3:8][C:9]1([CH3:37])[CH2:18][C:17]2[C:12](=[CH:13][CH:14]=[C:15]([C:19]([NH:7][S:4]([CH3:3])(=[O:6])=[O:5])=[O:20])[CH:16]=2)[NH:11][CH:10]1[C:22]1[CH:27]=[CH:26][CH:25]=[C:24]([N:28]2[CH2:33][CH2:32][N:31]([CH3:34])[C:30](=[O:35])[C:29]2=[O:36])[CH:23]=1 |f:0.1|. Solvent: CN(C=O)C (N,N-dimethylformamide), CN(C=O)C (N,N-dimethylformamide), CN(C=O)C (N,N-dimethylformamide). Reactants: CS(=O)(=O)N (methanesulfonamide), [H-].[Na+] (sodium hydride), CC1(C(NC2=CC=C(C=C2C1)C(=O)O)C1=CC(=CC=C1)N1C(C(N(CC1)C)=O)=O)C (3,3-dimethyl-2-[3-(4-methyl-2,3-dioxo-piperazin-1-yl)-phenyl]-1,2,3,4-tetrahydro-quinoline-6-carboxylic acid), C(=O)(N1C=NC=C1)N1C=NC=C1 (1,1′-carbonyldiimidazole), [H-].[Na+] (sodium hydride), CS(=O)(=O)N (methanesulfonamide).